This data is from the Open Reaction Database (ORD), a public repository of structured organic reaction records. The task is: describe an organic reaction: reactants, conditions, products, and yield Starting materials: N(=O)[O-].[Na+] (sodium nitrite), S(O)(O)(=O)=O (sulfuric acid), Cl.OCC=1C(=C(N)C=CC1)C (3-hydroxymethyl-2-methylaniline hydrochloride), S(O)(O)(=O)=O (sulfuric acid), [I-].[K+] (potassium iodide). Reagents/catalysts: [Cu] (copper). Run in O (water), ice water, O (water), O (water). Reaction conditions: time 0.5 hour. Product: IC=1C(=C(CO)C=CC1)C (3-iodo-2-methylbenzyl alcohol). Isolated yield 24.5%. As a reaction SMILES: Cl.[OH:2][CH2:3][C:4]1[C:5]([CH3:11])=[C:6]([CH:8]=[CH:9][CH:10]=1)N.S(=O)(=O)(O)O.N([O-])=O.[Na+].[I-:21].[K+]>O.[Cu]>[I:21][C:6]1[C:5]([CH3:11])=[C:4]([CH:10]=[CH:9][CH:8]=1)[CH2:3][OH:2] |f:0.1,3.4,5.6|. Procedure: A stirred solution of 3-hydroxymethyl-2-methylaniline hydrochloride (43.4 g, 0.25 mole) and 17.2 ml of concentrated sulfuric acid in ice-water was cooled to 0°, and a solution of sodium nitrite (17.3 g, 0.25 mole) in water was added dropwise. Upon complete addition, the reaction mixture was stirred for an additional 0.5 hour, then an additional 8 ml of concentrated sulfuric acid was added dropwise. With the temperature maintained at 0°, a solution of potassium iodide (49.8 g, 0.30 mole) in water...